Dataset: the Open Reaction Database (ORD), a public repository of structured organic reaction records. Task: describe an organic reaction: reactants, conditions, products, and yield Starting materials: ClC1=CC=C(C=N1)S(=O)(=O)N1C[C@]2(CC3=C(C=C2CC1)N(N=C3)C3=CC=C(C=C3)F)COCC3=NOC(=C3)C ((R)-6-(6-chloropyridine-3-sulfonyl)-1-(4-fluorophenyl)-4a-(5-methyl-isoxazol-3-ylmethoxymethyl)-4,4a,5,6,7,8-hexahydro-1H-1,2,6-triaza-cyclopenta[b]naphthalene), F[C@H]1CNCC1 ((R)-3-fluoropyrrolidine). Product: FC1=CC=C(C=C1)N1N=CC2=C1C=C1CCN(C[C@]1(C2)COCC2=NOC(=C2)C)S(=O)(=O)C=2C=NC(=CC2)N2C[C@@H](CC2)F ((R)-1-(4-Fluorophenyl)-6-[6-((R)-3-fluoropyrrolidin-1-yl)-pyridine-3-sulfonyl]-4a-(5-methyl-isoxazol-3-ylmethoxymethyl)-4,4a,5,6,7,8-hexahydro-1H-1,2,6-triaza-cyclopenta[b]naphthalene). RXN SMILES: Cl[C:2]1[N:7]=[CH:6][C:5]([S:8]([N:11]2[CH2:20][CH2:19][C:18]3[C@:13]([CH2:31][O:32][CH2:33][C:34]4[CH:38]=[C:37]([CH3:39])[O:36][N:35]=4)([CH2:14][C:15]4[CH:23]=[N:22][N:21]([C:24]5[CH:29]=[CH:28][C:27]([F:30])=[CH:26][CH:25]=5)[C:16]=4[CH:17]=3)[CH2:12]2)(=[O:10])=[O:9])=[CH:4][CH:3]=1.[F:40][C@@H:41]1[CH2:45][CH2:44][NH:43][CH2:42]1>>[F:30][C:27]1[CH:28]=[CH:29][C:24]([N:21]2[C:16]3[CH:17]=[C:18]4[C@:13]([CH2:31][O:32][CH2:33][C:34]5[CH:38]=[C:37]([CH3:39])[O:36][N:35]=5)([CH2:14][C:15]=3[CH:23]=[N:22]2)[CH2:12][N:11]([S:8]([C:5]2[CH:6]=[N:7][C:2]([N:43]3[CH2:44][CH2:45][C@@H:41]([F:40])[CH2:42]3)=[CH:3][CH:4]=2)(=[O:10])=[O:9])[CH2:20][CH2:19]4)=[CH:25][CH:26]=1. Procedure: The title compound was prepared by the method of Example 20 using (R)-6-(6-chloropyridine-3-sulfonyl)-1-(4-fluorophenyl)-4a-(5-methyl-isoxazol-3-ylmethoxymethyl)-4,4a,5,6,7,8-hexahydro-1H-1,2,6-triaza-cyclopenta[b]naphthalene and (R)-3-fluoropyrrolidine. 1H NMR (400 MHz, CHCl3-d): δ 8.55 (d, 1H), 7.77 (dd, 1H), 7.49-7.37 (m, 3H), 7.14 (t, 2H), 6.41 (d, 1H), 6.35-6.20 (m, 2H), 5.40 (d, 1H), 4.62-4.48 (m, 2H), 4.19 (dd, 1H), 3.78-3.70 (m, 3H), 3.51 (d, 1H), 3.18-3.10 (m, 2H), 2.69-2.60 (m, 1H), 2....